describe an organic reaction: reactants, conditions, products, and yield From a dataset of the Open Reaction Database (ORD), a public repository of structured organic reaction records. The reactants are C(C1=CC=CC=C1)C1=C(N=C(S1)N(CCO)CCO)C1=CC=C(C=C1)OC (2-[[5-benzyl-4-(4-methoxy-phenyl)-thiazol-2-yl]-(2-hydroxy-ethyl)-amino]-ethanol), B(Br)(Br)Br (boron tribromide). Run in ClCCl (dichloromethane). Yields the product C(C1=CC=CC=C1)C1=C(N=C(S1)N(CCO)CCO)C1=CC=C(C=C1)O (4-(5-benzyl-2-[bis-(2-hydroxy-ethyl)-amino]-thiazol-4-yl)-phenol). Isolated yield 54.7%. Reaction SMILES: [CH2:1]([C:8]1[S:12][C:11]([N:13]([CH2:17][CH2:18][OH:19])[CH2:14][CH2:15][OH:16])=[N:10][C:9]=1[C:20]1[CH:25]=[CH:24][C:23]([O:26]C)=[CH:22][CH:21]=1)[C:2]1[CH:7]=[CH:6][CH:5]=[CH:4][CH:3]=1.B(Br)(Br)Br>ClCCl>[CH2:1]([C:8]1[S:12][C:11]([N:13]([CH2:17][CH2:18][OH:19])[CH2:14][CH2:15][OH:16])=[N:10][C:9]=1[C:20]1[CH:25]=[CH:24][C:23]([OH:26])=[CH:22][CH:21]=1)[C:2]1[CH:7]=[CH:6][CH:5]=[CH:4][CH:3]=1. Procedure details: A procedure similar to that in Example 74 was used. 2-[[5-benzyl-4-(4-methoxy-phenyl)-thiazol-2-yl]-(2-hydroxy-ethyl)-amino]-ethanol prepared in Example 73 and a solution of boron tribromide in dichloromethane were used as starting materials. The obtained crude product was recrystallized with acetone to give a product as a white solid in a yield of 54.7%, mp: 167-168 └. 1H-NMR (DMSO-d6, 400 MHz) δ: 3.46 (2H, t, J=6.40 Hz, CH2), 3.59 (2H, t, J=6.40 Hz, CH2), 4.04 (2H, s, CH2), 4.88 (2H, t, J=5.20... Starting materials: CCN=C=NCCCN(C)C, CN(C)c1ccncc1, Cl, O=C(O)CC(=O)N1CCN(C(=O)c2ccccc2C(F)(F)F)CC1, CN(C)C=O, O, On1nnc2ccccc21, Nc1ccc(-c2ccccc2)cn1. The product is O=C(CC(=O)N1CCN(C(=O)c2ccccc2C(F)(F)F)CC1)Nc1ccc(-c2ccccc2)cn1. Reaction SMILES: [CH3:35][CH2:36][N:37]=[C:38]=[N:39][CH2:40][CH2:41][CH2:42][N:43]([CH3:44])[CH3:45].[CH3:60][N:61]([c:62]1[cH:63][cH:64][n:65][cH:66][cH:67]1)[CH3:68].[ClH:46].[O:11]=[C:12]([CH2:13][C:14](=[O:15])[OH:16])[N:17]1[CH2:18][CH2:19][N:20]([C:23]([c:24]2[c:25]([C:30]([F:31])([F:32])[F:33])[cH:26][cH:27][cH:28][cH:29]2)=[O:34])[CH2:21][CH2:22]1.[O:69]=[CH:70][N:71]([CH3:72])[CH3:73].[OH2:74].[OH:1][n:2]1[c:3]2[c:4]([cH:5][cH:6][cH:7][cH:8]2)[n:9][n:10]1.[c:47]1(-[c:53]2[cH:54][cH:55][c:56]([NH2:59])[n:57][cH:58]2)[cH:48][cH:49][cH:50][cH:51][cH:52]1>>[O:11]=[C:12]([CH2:13][C:14](=[O:16])[NH:59][c:56]1[cH:55][cH:54][c:53](-[c:47]2[cH:48][cH:49][cH:50][cH:51][cH:52]2)[cH:58][n:57]1)[N:17]1[CH2:18][CH2:19][N:20]([C:23]([c:24]2[c:25]([C:30]([F:31])([F:32])[F:33])[cH:26][cH:27][cH:28][cH:29]2)=[O:34])[CH2:21][CH2:22]1. Reactants: CC(C)=O, O, O=C(O)C1CC(O)CN1C(=O)c1cc2c(cc1[N+](=O)[O-])OCO2. The product is O=C1CC(C(=O)O)N(C(=O)c2cc3c(cc2[N+](=O)[O-])OCO3)C1. Reaction SMILES: [CH3:24][C:25](=[O:26])[CH3:27].[OH2:28].[OH:1][CH:2]1[CH2:3][CH:4]([C:21](=[O:22])[OH:23])[N:5]([C:7]([c:8]2[c:9]([N+:17](=[O:18])[O-:19])[cH:10][c:11]3[c:12]([cH:13]2)[O:14][CH2:15][O:16]3)=[O:20])[CH2:6]1>>[O:1]=[C:2]1[CH2:3][CH:4]([C:21](=[O:22])[OH:23])[N:5]([C:7]([c:8]2[c:9]([N+:17](=[O:18])[O-:19])[cH:10][c:11]3[c:12]([cH:13]2)[O:14][CH2:15][O:16]3)=[O:20])[CH2:6]1. Starting materials: O(C1=CC=CC=C1)C(P(OCC)(OCC)=O)P(OCC)(OCC)=O (Tetraethyl (phenoxymethylene)-bisphosphonate), [H-].[Na+] (sodium hydride), C(C)I (ethyl iodide). The solvent is C(C)(=O)OCC (ethyl acetate), CN(C=O)C (dimethylformamide). Conditions: time 45 minute. The product is O(C1=CC=CC=C1)C(CC)(P(OCC)(OCC)=O)P(OCC)(OCC)=O (Tetraethyl (1-phenoxypropylidene)-bisphosphonate). As a reaction SMILES: [O:1]([CH:8]([P:17](=[O:24])([O:21][CH2:22][CH3:23])[O:18][CH2:19][CH3:20])[P:9](=[O:16])([O:13][CH2:14][CH3:15])[O:10][CH2:11][CH3:12])[C:2]1[CH:7]=[CH:6][CH:5]=[CH:4][CH:3]=1.[H-].[Na+].[CH2:27](I)[CH3:28]>CN(C)C=O.C(OCC)(=O)C>[O:1]([C:8]([P:17](=[O:24])([O:21][CH2:22][CH3:23])[O:18][CH2:19][CH3:20])([P:9](=[O:16])([O:13][CH2:14][CH3:15])[O:10][CH2:11][CH3:12])[CH2:27][CH3:28])[C:2]1[CH:3]=[CH:4][CH:5]=[CH:6][CH:7]=1 |f:1.2|. Reported procedure: Tetraethyl (phenoxymethylene)-bisphosphonate (1.14 g) was added to a suspension of 55% sodium hydride (0.15 g) in dimethylformamide (10 ml). After 45 minutes at room temperature, ethyl iodide (0.49 ml) was added, and the mixture was left overnight at room temperature, diluted with ethyl acetate and washed with 40% aqueous calcium chloride. The organic phase was dried and evaporated to leave an oil which was purified by chromatography on silica gel. The title compound was isolated as a colourless... Reactants: CS(=O)(=O)OC(CO)CC1c2ccccc2Cc2ccc(F)cc2C1N=[N+]=[N-], [K+], [K+], [N-]=[N+]=NC1c2cc(F)ccc2Cc2ccccc2C1CC(O)COC(c1ccccc1)(c1ccccc1)c1ccccc1, O=C([O-])[O-]. The product is [N-]=[N+]=NC1c2cc(F)ccc2Cc2ccccc2C1CC1CO1. RXN SMILES: [CH3:1][S:2]([O:3][CH:6]([CH2:7][CH:8]1[CH:9]([N:24]=[N+:25]=[N-:26])[c:10]2[c:11]([cH:19][cH:20][c:21]([F:23])[cH:22]2)[CH2:12][c:13]2[c:14]1[cH:15][cH:16][cH:17][cH:18]2)[CH2:27][OH:28])(=[O:4])=[O:5].[K+:29].[K+:30].[N:35]([CH:36]1[CH:37]([CH2:38][CH:39]([OH:40])[CH2:41][O:42][C:43]([c:44]2[cH:45][cH:46][cH:47][cH:48][cH:49]2)([c:50]2[cH:51][cH:52][cH:53][cH:54][cH:55]2)[c:56]2[cH:57][cH:58][cH:59][cH:60][cH:61]2)[c:62]2[cH:63][cH:64][cH:65][cH:66][c:67]2[CH2:68][c:69]2[cH:70][cH:71][c:72]([F:73])[cH:74][c:75]21)=[N+:76]=[N-:77].[O-:31][C:32]([O-:33])=[O:34]>>[CH:6]1([CH2:7][CH:8]2[CH:9]([N:24]=[N+:25]=[N-:26])[c:10]3[c:11]([cH:19][cH:20][c:21]([F:23])[cH:22]3)[CH2:12][c:13]3[c:14]2[cH:15][cH:16][cH:17][cH:18]3)[CH2:27][O:28]1. Reactants: [OH-].[Na+] (NaOH), C(C)(C)NN1C(=NC=2C(=NC=3C=CC=CC3C21)N)CCC (N1-isopropyl-2-propyl-1H-imidazo[4,5-c]quinoline-1,4-diamine). Reagents/catalysts: [Pt](=O)=O (platinum(IV) oxide). Run in O (water), FC(C(=O)O)(F)F (trifluoroacetic acid). Reaction conditions: time 6 day. Yields the product C(C)(C)NN1C(=NC=2C(=NC=3CCCCC3C21)N)CCC (N1-isopropyl-2-propyl-6,7,8,9-tetrahydro-1H-imidazo[4,5-c]quinoline-1,4-diamine). Yield: 38.1%. Reaction SMILES: [CH:1]([NH:4][N:5]1[C:17]2[C:16]3[CH:15]=[CH:14][CH:13]=[CH:12][C:11]=3[N:10]=[C:9]([NH2:18])[C:8]=2[N:7]=[C:6]1[CH2:19][CH2:20][CH3:21])([CH3:3])[CH3:2].[OH-].[Na+]>FC(F)(F)C(O)=O.O.[Pt](=O)=O>[CH:1]([NH:4][N:5]1[C:17]2[C:16]3[CH2:15][CH2:14][CH2:13][CH2:12][C:11]=3[N:10]=[C:9]([NH2:18])[C:8]=2[N:7]=[C:6]1[CH2:19][CH2:20][CH3:21])([CH3:3])[CH3:2] |f:1.2|. Procedure: A solution of N1-isopropyl-2-propyl-1H-imidazo[4,5-c]quinoline-1,4-diamine (0.59 g, 2.1 mmol) in 15 mL of trifluoroacetic acid was treated with platinum(IV) oxide (0.55 g, 2.4 mmol) and shaken under an atmosphere of hydrogen (3.8×105 Pa). After 6 days, the reaction mixture was filtered through a pad of CELITE filter agent and rinsed with a mixture of 85:15:0.1 CHCl3:MeOH:TFA until the filtrate ran clear. The filtrate was concentrated under reduced pressure to yield a white foam. The material was... Starting materials: N(=O)[O-].[Na+] (sodium nitrite), [OH-].[NH4+] (ammonium hydroxide), NC=1SC(=CN1)S(=O)(=O)C1=CC=C(C=C1)[N+](=O)[O-] (2-amino-5-[(4-nitrophenyl)sulfonyl]thiazole), P(=O)(O)(O)P(=O)(O)O (hypophosphoric acid). Run in O (water), O (water), P(O)(O)(O)=O (phosphoric acid). Run at temperature -5 celsius, time 1 hour. The product is [N+](=O)([O-])C1=CC=C(C=C1)S(=O)(=O)C1=CN=CS1 (5-[(4-Nitrophenyl)sulfonyl]thiazole). Yield: 35.2%. Reaction SMILES: N[C:2]1[S:3][C:4]([S:7]([C:10]2[CH:15]=[CH:14][C:13]([N+:16]([O-:18])=[O:17])=[CH:12][CH:11]=2)(=[O:9])=[O:8])=[CH:5][N:6]=1.N([O-])=O.[Na+].P(P(O)(O)=O)(O)(O)=O.[OH-].[NH4+]>P(=O)(O)(O)O.O>[N+:16]([C:13]1[CH:12]=[CH:11][C:10]([S:7]([C:4]2[S:3][CH:2]=[N:6][CH:5]=2)(=[O:9])=[O:8])=[CH:15][CH:14]=1)([O-:18])=[O:17] |f:1.2,4.5|. Procedure details: To a cooled (-5° C.), stirred solution of 2-amino-5-[(4-nitrophenyl)sulfonyl]thiazole (5.15 g, 18.1 mmol) in 85% phosphoric acid (200 mL) was added dropwise a solution of sodium nitrite (1.56 g, 22.6 mmol) in distilled water (10 mL) at such a rate to maintain the internal temperature between -5° and 5° C. When the addition was complete the reaction mixture was stirred for 1 hour at 0° C. then treated dropwise with 50% hypophosphoric acid (15 mL). After the addition, the ice bath was removed and ...